describe an organic reaction: reactants, conditions, products, and yield From a dataset of the Open Reaction Database (ORD), a public repository of structured organic reaction records. The reactants are Br, CC(=O)O, Nc1c2c(=O)n(Cc3ccccc3)c3ccccc3c2nn1-c1ccccc1, [Na+], [OH-]. The product is Nc1c2c(=O)[nH]c3ccccc3c2nn1-c1ccccc1. Reaction SMILES: [BrH:29].[CH3:32][C:33](=[O:34])[OH:35].[NH2:1][c:2]1[n:3](-[c:23]2[cH:24][cH:25][cH:26][cH:27][cH:28]2)[n:4][c:5]2[c:6]1[c:7](=[O:22])[n:8]([CH2:15][c:16]1[cH:17][cH:18][cH:19][cH:20][cH:21]1)[c:9]1[cH:10][cH:11][cH:12][cH:13][c:14]21.[Na+:31].[OH-:30]>>[NH2:1][c:2]1[n:3](-[c:23]2[cH:24][cH:25][cH:26][cH:27][cH:28]2)[n:4][c:5]2[c:6]1[c:7](=[O:22])[nH:8][c:9]1[cH:10][cH:11][cH:12][cH:13][c:14]21.